This data is from the Open Reaction Database (ORD), a public repository of structured organic reaction records. The task is: describe an organic reaction: reactants, conditions, products, and yield Starting materials: O=C([O-])[O-], Cc1ccc(S(=O)(=O)OCC2C=Cc3cc(F)cc(Br)c3O2)cc1, OB(O)c1ccccc1Cl, [K+], [K+], C1COCCO1, O. Yields the product Cc1ccc(S(=O)(=O)OCC2C=Cc3cc(F)cc(-c4ccccc4Cl)c3O2)cc1. As a reaction SMILES: [C:35](=[O:36])([O-:37])[O-:38].[CH3:1][c:2]1[cH:3][cH:4][c:5]([S:8](=[O:9])(=[O:10])[O:11][CH2:12][CH:13]2[O:14][c:15]3[c:16]([Br:24])[cH:17][c:18]([F:23])[cH:19][c:20]3[CH:21]=[CH:22]2)[cH:6][cH:7]1.[Cl:25][c:26]1[c:27]([B:32]([OH:33])[OH:34])[cH:28][cH:29][cH:30][cH:31]1.[K+:39].[K+:40].[O:41]1[CH2:42][CH2:43][O:44][CH2:45][CH2:46]1.[OH2:47]>>[CH3:1][c:2]1[cH:3][cH:4][c:5]([S:8](=[O:9])(=[O:10])[O:11][CH2:12][CH:13]2[O:14][c:15]3[c:16](-[c:27]4[c:26]([Cl:25])[cH:31][cH:30][cH:29][cH:28]4)[cH:17][c:18]([F:23])[cH:19][c:20]3[CH:21]=[CH:22]2)[cH:6][cH:7]1.